From a dataset of the Open Reaction Database (ORD), a public repository of structured organic reaction records. describe an organic reaction: reactants, conditions, products, and yield Starting materials: Cl.C(C)(=O)OC1(CCN(CC1)CC1=CC=CC=C1)C1=CC2=C(C=C1)OCO2 (4-Acetoxy-1-benzyl-4-(3.4-methylene dioxy phenyl)-piperidine hydrochloride), Cl (hydrochloric acid). Yields the product C(C)(=O)OC1(CCN(CC1)CCCC1=CC=CC=C1)C1=CC2=C(C=C1)OCO2 (4-Acetoxy-4-(3.4-methylene dioxy phenyl)-1-(3- phenyl-propyl)-piperidine). RXN SMILES: Cl.[C:2]([O:5][C:6]1([C:19]2[CH:24]=[CH:23][C:22]3[O:25][CH2:26][O:27][C:21]=3[CH:20]=2)[CH2:11][CH2:10][N:9](CC2C=CC=CC=2)[CH2:8][CH2:7]1)(=[O:4])[CH3:3].Cl>>[C:2]([O:5][C:6]1([C:19]2[CH:24]=[CH:23][C:22]3[O:25][CH2:26][O:27][C:21]=3[CH:20]=2)[CH2:11][CH2:10][N:9]([CH2:8][CH2:7][CH2:6][C:19]2[CH:24]=[CH:23][CH:22]=[CH:21][CH:20]=2)[CH2:8][CH2:7]1)(=[O:4])[CH3:3] |f:0.1|. Reported procedure: 4-Acetoxy-4-(3.4-methylene dioxy phenyl)-piperidine hydrochloride (M.P. 167° - 168°C) is obtained in analogous manner to that described in Example 1d from 4-Acetoxy-1-benzyl-4-(3.4-methylene dioxy phenyl)-piperidine hydrochloride with no free hydrochloric acid and at a temperature of 40° - 50°C. Reactants: CCC(C)(C)c1nc2cc(S(=O)(=O)n3ccc(C=O)c3)ccc2n1CC1CCOCC1, CN(C)C=O. The product is CCC(C)(C)c1nc2cc(S(=O)(=O)n3ccc(C(=O)O)c3)ccc2n1CC1CCOCC1. RXN SMILES: [CH3:1][C:2]([CH2:3][CH3:4])([CH3:5])[c:6]1[n:7][c:8]2[c:9]([n:10]1[CH2:11][CH:12]1[CH2:13][CH2:14][O:15][CH2:16][CH2:17]1)[cH:18][cH:19][c:20]([S:22](=[O:23])(=[O:24])[n:25]1[cH:26][c:27]([CH:30]=[O:31])[cH:28][cH:29]1)[cH:21]2.[O:32]=[CH:33][N:34]([CH3:35])[CH3:36]>>[CH3:1][C:2]([CH2:3][CH3:4])([CH3:5])[c:6]1[n:7][c:8]2[c:9]([n:10]1[CH2:11][CH:12]1[CH2:13][CH2:14][O:15][CH2:16][CH2:17]1)[cH:18][cH:19][c:20]([S:22](=[O:23])(=[O:24])[n:25]1[cH:26][c:27]([C:30](=[O:31])[OH:32])[cH:28][cH:29]1)[cH:21]2. The reactants are OCC=1C=C(C=CC1)N1C=NC=C1 (1-(3-hydroxymethylphenyl)imidazole), S(=O)(Cl)Cl (thionyl chloride). The solvent is C(Cl)(Cl)Cl (chloroform). Conditions: time 3 hour. Product: ClCC=1C=C(C=CC1)N1C=NC=C1 (1-(3-chloromethylphenyl)imidazole). RXN SMILES: O[CH2:2][C:3]1[CH:4]=[C:5]([N:9]2[CH:13]=[CH:12][N:11]=[CH:10]2)[CH:6]=[CH:7][CH:8]=1.S(Cl)([Cl:16])=O>C(Cl)(Cl)Cl>[Cl:16][CH2:2][C:3]1[CH:4]=[C:5]([N:9]2[CH:13]=[CH:12][N:11]=[CH:10]2)[CH:6]=[CH:7][CH:8]=1. Reported procedure: 90 mg of 1-(3-hydroxymethylphenyl)imidazole was dissolved in 10 ml of chloroform, and 100 microliters of thionyl chloride was added. The mixture was stirred at room temperature for 3 hours. The solvent was evaporated under reduced pressure. The residue was dissolved in a mixture of ethyl ether and water. The organic layer was separated, washed successively with a 5% aqueous solution of sodium hydrogen carbonate and then with water, and dried over anhydrous magnesium sulfate. The desiccant was se... The reactants are CCO, CCOCC, CC(C)(C)NC(=O)CNC(CNC(=O)OCC[Si](C)(C)C)CC1CCCCC1, O, Cc1ccccc1S(=O)(=O)O. The product is CNC(CNC(=O)OCC[Si](C)(C)C)CC1CCCCC1. RXN SMILES: [CH3:41][CH2:42][OH:43].[CH3:44][CH2:45][O:46][CH2:47][CH3:48].[CH:13]1([CH2:19][CH:20]([CH2:21][NH:22][C:23]([O:24][CH2:25][CH2:26][Si:27]([CH3:28])([CH3:29])[CH3:30])=[O:31])[NH:32][CH2:33][C:34](=[O:35])[NH:36][C:37]([CH3:38])([CH3:39])[CH3:40])[CH2:14][CH2:15][CH2:16][CH2:17][CH2:18]1.[OH2:1].[c:2]1([CH3:3])[c:4]([S:5]([OH:6])(=[O:7])=[O:8])[cH:9][cH:10][cH:11][cH:12]1>>[CH:13]1([CH2:19][CH:20]([CH2:21][NH:22][C:23]([O:24][CH2:25][CH2:26][Si:27]([CH3:28])([CH3:29])[CH3:30])=[O:31])[NH:32][CH3:33])[CH2:14][CH2:15][CH2:16][CH2:17][CH2:18]1. Starting materials: ClC1=CC(=NC=N1)C(=O)Cl (6-chloropyrimidine-4-carbonyl chloride), ClC1=CC(=NC=N1)C(=O)NC1=CC=C(C=C1)O (6-chloro-N-(4-hydroxyphenyl)pyrimidine-4-carboxamide), NC=1C(=CC=CC1)C (o-toluidine), CCN(C(C)C)C(C)C (DIEA). The solvent is C(Cl)Cl (DCM), C(Cl)Cl (DCM). Product: ClC1=CC(=NC=N1)C(=O)NC1=C(C=CC=C1)C (6-chloro-N-(2-methylphenyl)pyrimidine-4-carboxamide). As a reaction SMILES: [Cl:1][C:2]1[N:7]=[CH:6][N:5]=[C:4]([C:8](Cl)=[O:9])[CH:3]=1.ClC1N=CN=C(C(NC2C=CC(O)=CC=2)=O)C=1.[NH2:28][C:29]1[C:30]([CH3:35])=[CH:31][CH:32]=[CH:33][CH:34]=1.CCN(C(C)C)C(C)C>C(Cl)Cl>[Cl:1][C:2]1[N:7]=[CH:6][N:5]=[C:4]([C:8]([NH:28][C:29]2[CH:34]=[CH:33][CH:32]=[CH:31][C:30]=2[CH3:35])=[O:9])[CH:3]=1. Procedure: A cooled (0° C.) solution of 6-chloropyrimidine-4-carbonyl chloride (26.76 g; 151 mmol), obtained as described above for Intermediate 7 step 1, in anhydrous DCM (270 ml) was treated dropwise over 25 minutes with a solution of o-toluidine (13.6 ml; 126.0 mmol) and DIEA (43.4 ml; 252 mmol) in anhydrous DCM (100 mL). At the end of addition, the reaction mixture was washed with water then brine, dried over MgSO4, filtered and dried under vacuum to afford the title compound used without further purif...